This data is from the Open Reaction Database (ORD), a public repository of structured organic reaction records. The task is: describe an organic reaction: reactants, conditions, products, and yield Starting materials: N(C1=CC=CC=C1)C=1C=C(COC2=CC=C(C=C2)CCC(=O)OC)C=CC1 (methyl 3-[4-[(3-anilinobenzyl)oxy]phenyl]propanoate), C(C1=CC=CC=C1)Br (benzylbromide). The product is C(C1=CC=CC=C1)N(C=1C=C(COC2=CC=C(C=C2)CCC(=O)O)C=CC1)C1=CC=CC=C1 (3-[4-[[3-[benzyl(phenyl)amino]benzyl]oxy]phenyl]propanoic acid), crystals. Yield: 74.0%. Reaction SMILES: [NH:1]([C:8]1[CH:9]=[C:10]([CH:25]=[CH:26][CH:27]=1)[CH2:11][O:12][C:13]1[CH:18]=[CH:17][C:16]([CH2:19][CH2:20][C:21]([O:23]C)=[O:22])=[CH:15][CH:14]=1)[C:2]1[CH:7]=[CH:6][CH:5]=[CH:4][CH:3]=1.[CH2:28](Br)[C:29]1[CH:34]=[CH:33][CH:32]=[CH:31][CH:30]=1>>[CH2:28]([N:1]([C:2]1[CH:7]=[CH:6][CH:5]=[CH:4][CH:3]=1)[C:8]1[CH:9]=[C:10]([CH:25]=[CH:26][CH:27]=1)[CH2:11][O:12][C:13]1[CH:14]=[CH:15][C:16]([CH2:19][CH2:20][C:21]([OH:23])=[O:22])=[CH:17][CH:18]=1)[C:29]1[CH:34]=[CH:33][CH:32]=[CH:31][CH:30]=1. Procedure details: The title compound was synthesized in the same manner as in Example 302 from methyl 3-[4-[(3-anilinobenzyl)oxy]phenyl]propanoate and benzylbromide. colorless crystals (yield 74%). MS (APCI−): 436 (M−H). RXN SMILES: [C:1]([O:5][C:6]([N:8]1[CH2:13][CH2:12][C:11]([C:17]2[CH:22]=[CH:21][CH:20]=[CH:19][CH:18]=2)([C:14]([OH:16])=[O:15])[CH2:10][CH2:9]1)=[O:7])([CH3:4])([CH3:3])[CH3:2].[CH3:23][N:24]1[CH2:29][CH2:28][NH:27][CH2:26][CH2:25]1>>[CH3:23][N:24]1[CH2:29][CH2:28][N:27]([C:6]([NH2:8])=[O:5])[CH2:26][CH2:25]1.[C:1]([O:5][C:6]([N:8]1[CH2:13][CH2:12][C:11]([C:17]2[CH:22]=[CH:21][CH:20]=[CH:19][CH:18]=2)([C:14]([OH:16])=[O:15])[CH2:10][CH2:9]1)=[O:7])([CH3:4])([CH3:2])[CH3:3] |f:2.3|. Product: CN1CCN(CC1)C(=O)N.C(C)(C)(C)OC(=O)N1CCC(CC1)(C(=O)O)C1=CC=CC=C1 (1-tert-butoxycarbonyl-4-phenyl-piperidine-4-carboxylic acid 4-methylpiperazine-amide). Reactants: C(C)(C)(C)OC(=O)N1CCC(CC1)(C(=O)O)C1=CC=CC=C1 (1-tert-butoxycarbonyl-4-phenyl-piperidine-4-carboxylic acid), CN1CCNCC1 (4-methylpiperazine). Procedure: Prepare by the method of Example 20.9 using 1-tert-butoxycarbonyl-4-phenyl-piperidine-4-carboxylic acid (1.6 g, 5.2 mmol) and 4-methylpiperazine (1.2 mL, 10.5 mmol) to give the title compound: Rf =0.54 (silica gel, 10% methanol/dichloromethane). The reactants are ClC=1C=C(OC2CCN(CC2)CCNC(OC(C)(C)C)=O)C=CC1Cl (tert-Butyl 2-[4-(3,4-dichlorophenoxy)-1-piperidinyl]ethylcarbamate), FC(C(=O)O)(F)F (trifluoroacetic acid). The solvent is ClCCl (dichloromethane). Product: FC(C(=O)O)(F)F.ClC=1C=C(OC2CCN(CC2)CCN)C=CC1Cl (2-[4-(3,4-Dichlorophenoxy)-1-piperidinyl]ethylamine trifluoroacetate). RXN SMILES: [Cl:1][C:2]1[CH:3]=[C:4]([CH:22]=[CH:23][C:24]=1[Cl:25])[O:5][CH:6]1[CH2:11][CH2:10][N:9]([CH2:12][CH2:13][NH:14]C(=O)OC(C)(C)C)[CH2:8][CH2:7]1.[F:26][C:27]([F:32])([F:31])[C:28]([OH:30])=[O:29]>ClCCl>[F:26][C:27]([F:32])([F:31])[C:28]([OH:30])=[O:29].[Cl:1][C:2]1[CH:3]=[C:4]([CH:22]=[CH:23][C:24]=1[Cl:25])[O:5][CH:6]1[CH2:7][CH2:8][N:9]([CH2:12][CH2:13][NH2:14])[CH2:10][CH2:11]1 |f:3.4|. Procedure details: The product from step (iii) was dissolved in dichloromethane (200 ml) and trifluoroacetic acid (100 ml) added. After 18 hrs at room temperature the solvent was evaporated and the resultant gum triturated under ether to give the sub-titled product as a solid (5.7 g). Reactants: Cc1cc(Nc2nccc(O)n2)cc(-c2cnc(C(C)(O)C(F)(F)F)s2)c1, C1COCCO1, O=P(Cl)(Cl)Cl. Yields the product Cc1cc(Nc2nccc(Cl)n2)cc(-c2cnc(C(C)(O)C(F)(F)F)s2)c1. As a reaction SMILES: [CH3:1][c:2]1[cH:3][c:4]([NH:20][c:21]2[n:22][cH:23][cH:24][c:25]([OH:27])[n:26]2)[cH:5][c:6](-[c:8]2[cH:9][n:10][c:11]([C:13]([C:14]([F:15])([F:16])[F:17])([CH3:18])[OH:19])[s:12]2)[cH:7]1.[O:33]1[CH2:34][CH2:35][O:36][CH2:37][CH2:38]1.[P:28]([Cl:29])([Cl:30])([Cl:31])=[O:32]>>[CH3:1][c:2]1[cH:3][c:4]([NH:20][c:21]2[n:22][cH:23][cH:24][c:25]([Cl:30])[n:26]2)[cH:5][c:6](-[c:8]2[cH:9][n:10][c:11]([C:13]([C:14]([F:15])([F:16])[F:17])([CH3:18])[OH:19])[s:12]2)[cH:7]1.